From a dataset of the Open Reaction Database (ORD), a public repository of structured organic reaction records. describe an organic reaction: reactants, conditions, products, and yield Starting materials: NCCCCCC(=O)O (6-amino caproic acid), C(C)(=O)O (acetic acid), [C-]1(C=CC=C1)C=O.[CH-]1C=CC=C1.[Fe+2] (ferrocene-aldehyde), [BH4-].[Na+] (NaBH4), NCCCCCC(=O)O (6-amino caproic acid). Run in [OH-].[Na+] (NaOH), CN(C)C=O (DMF), O (water). Conditions: temperature 80 celsius, time 12 hour. Yields the product [C-]1(C=CC=C1)CNCCCCCC(=O)O.[CH-]1C=CC=C1.[Fe+2] (N-(ferrocenyl methyl)-6-amino caproic acid). Reaction SMILES: [C-:1]1([CH:6]=O)[CH:5]=[CH:4][CH:3]=[CH:2]1.[CH-:8]1[CH:12]=[CH:11][CH:10]=[CH:9]1.[Fe+2:13].[NH2:14][CH2:15][CH2:16][CH2:17][CH2:18][CH2:19][C:20]([OH:22])=[O:21].[BH4-].[Na+].C(O)(=O)C>CN(C=O)C.[OH-].[Na+].O>[C-:1]1([CH2:6][NH:14][CH2:15][CH2:16][CH2:17][CH2:18][CH2:19][C:20]([OH:22])=[O:21])[CH:2]=[CH:3][CH:4]=[CH:5]1.[CH-:8]1[CH:12]=[CH:11][CH:10]=[CH:9]1.[Fe+2:13] |f:0.1.2,4.5,8.9,11.12.13|. Reported procedure: After 1.38 g (6.4 mmol) of ferrocene-aldehyde (Aldrich Corp) was dissolved in 20 mL of a DMF solution, the mixture was mixed with a solution of 0.75 g (5.7 mmol) of 6-amino caproic acid (Merck Corp.) in 5 mL of NaOH and refluxed at 80° C. for 2 hours. The reaction mixture was cooled to room temperature, and a solution of NaBH4 (0.63 g, 16.5 mmol) in 5 mL of water was added little by little into the reaction mixture (refer to FIG. 11). After 12 hours later, an aqueous acetic acid solution (10%) w... Starting materials: Cl.N[C@@H](CC(=O)OCC)C1=CC(=CC=C1)[N+](=O)[O-] ((S)-ethyl 3-amino-3-(3-nitrophenyl)propanoate hydrochloride salt), N[C@@H](CC(=O)O)C1=CC(=CC=C1)[N+](=O)[O-] ((S)-3-amino-3-(3-nitrophenyl)propanoic acid), S(=O)(Cl)Cl (thionyl chloride). Yields the product Cl.N[C@H](CC(=O)OCC)C1=CC(=CC=C1)[N+](=O)[O-] ((R)-ethyl 3-amino-3-(3-nitrophenyl)propanoate hydrochloride salt). Isolated yield 99.0%. Reaction SMILES: Cl.[NH2:2][C@H:3]([C:10]1[CH:15]=[CH:14][CH:13]=[C:12]([N+:16]([O-:18])=[O:17])[CH:11]=1)[CH2:4][C:5]([O:7][CH2:8][CH3:9])=[O:6].N[C@H](C1C=CC=C([N+]([O-])=O)C=1)CC(O)=O.S(Cl)([Cl:36])=O>>[ClH:36].[NH2:2][C@@H:3]([C:10]1[CH:15]=[CH:14][CH:13]=[C:12]([N+:16]([O-:18])=[O:17])[CH:11]=1)[CH2:4][C:5]([O:7][CH2:8][CH3:9])=[O:6] |f:0.1,4.5|. Procedure: Using a procedure analogous to that used to prepare 34A, (S)-3-amino-3-(3-nitrophenyl)propanoic acid (2.1 g, 10 mmol) was reacted with thionyl chloride to 10 afford 39A (2.75 g, 99%) as a white solid. MS (ESI) m/z 239.08 (M+H)+.